This data is from the Open Reaction Database (ORD), a public repository of structured organic reaction records. The task is: describe an organic reaction: reactants, conditions, products, and yield Reactants: BrC1CCN(C2CCCCC2)C1, O=C([O-])C=CC(=O)[O-], CN, CCO. The product is CNC1CCN(C2CCCCC2)C1. As a reaction SMILES: [Br:3][CH:4]1[CH2:5][N:6]([CH:9]2[CH2:10][CH2:11][CH2:12][CH2:13][CH2:14]2)[CH2:7][CH2:8]1.[C:15]([O-:16])(=[O:17])[CH:18]=[CH:19][C:20]([O-:21])=[O:22].[CH3:1][NH2:2].[CH3:23][CH2:24][OH:25]>>[CH3:1][NH:2][CH:4]1[CH2:5][N:6]([CH:9]2[CH2:10][CH2:11][CH2:12][CH2:13][CH2:14]2)[CH2:7][CH2:8]1. Starting materials: ClC1=C(C(=O)O)C=CC=N1 (2-chloronicotinic acid), [S-]C#N.[NH4+] (ammonium thiocyanate), OC1CNCCC1 (3-hydroxypiperidine). Run in S(=O)(Cl)Cl (thionyl chloride). The product is OC1CN(CCC1)C=1SC2=C(C(N1)=O)C=CC=N2 (2-(3-hydroxypiperidino)-4H-pyrido[3,2-e]-1,3-thiazin-4-one). Yield: 17.1%. Reaction SMILES: Cl[C:2]1[N:10]=[CH:9][CH:8]=[CH:7][C:3]=1[C:4]([OH:6])=O.[S-:11][C:12]#[N:13].[NH4+].[OH:15][CH:16]1[CH2:21][CH2:20][CH2:19][NH:18][CH2:17]1>S(Cl)(Cl)=O>[OH:15][CH:16]1[CH2:21][CH2:20][CH2:19][N:18]([C:12]2[S:11][C:2]3[N:10]=[CH:9][CH:8]=[CH:7][C:3]=3[C:4](=[O:6])[N:13]=2)[CH2:17]1 |f:1.2|. Reported procedure: The reaction procedure of Example 106 was followed except that 1.0 g of 2-chloronicotinic acid, 10 ml of thionyl chloride, 531 mg of ammonium thiocyanate and 642 mg of 3-hydroxypiperidine were used. The product was subjected to separation through silica gel column chromatography (eluant: 50:1:0.1 mixture of chloroform, methanol and aqueous ammonia), and then recrystallized from a mixture of isopropyl ether and isopropanol to obtain 285 mg of 2-(3-hydroxypiperidino)-4H-pyrido[3,2-e]-1,3-thiazin-4... Reactants: FC=1C=CC2=C(SC=C2N2CCNCC2)C1 (1-(6-fluorobenzo[b]thien-3-yl)-piperazine), BrCCCCN1C(C=2C(C1=O)=CC=CC2)=O (N-(4-bromobutyl)phthalimide), C([O-])([O-])=O.[K+].[K+] (potassium carbonate). The solvent is C(C)#N (acetonitrile). The product is FC=1C=CC2=C(SC=C2N2CCN(CC2)CCCCN2C(C3=CC=CC=C3C2=O)=O)C1 (2-[4-[4-(6-Fluorobenzo[b]thien-3-yl)-1-piperazinyl]butyl]-1H-isoindole-1,3(2H)-dione). The yield is 69.7%. Reaction SMILES: [F:1][C:2]1[CH:3]=[CH:4][C:5]2[C:9]([N:10]3[CH2:15][CH2:14][NH:13][CH2:12][CH2:11]3)=[CH:8][S:7][C:6]=2[CH:16]=1.Br[CH2:18][CH2:19][CH2:20][CH2:21][N:22]1[C:26](=[O:27])[C:25]2=[CH:28][CH:29]=[CH:30][CH:31]=[C:24]2[C:23]1=[O:32].C(=O)([O-])[O-].[K+].[K+]>C(#N)C>[F:1][C:2]1[CH:3]=[CH:4][C:5]2[C:9]([N:10]3[CH2:11][CH2:12][N:13]([CH2:18][CH2:19][CH2:20][CH2:21][N:22]4[C:26](=[O:27])[C:25]5[C:24](=[CH:31][CH:30]=[CH:29][CH:28]=5)[C:23]4=[O:32])[CH2:14][CH2:15]3)=[CH:8][S:7][C:6]=2[CH:16]=1 |f:2.3.4|. Reported procedure: A mixture of 1-(6-fluorobenzo[b]thien-3-yl)-piperazine (20.0 g, 84.6 mmol), N-(4-bromobutyl)phthalimide (26.3 g, 93.2 mmol), anhydrous potassium carbonate (17.5 g, 127 mmol), KI (1.40 g, 8.43 mmol), and anhydrous acetonitrile (500 mL) was stirred at reflux for 17 hours. The thick slurry was filtered, the insolubles washed with chloroform (2×100 mL), and the filtrate concentrated in vacuo. The residue was taken up in chloroform (400 mL), washed with water (200 mL), and dried (MgSO4). The solvent ... Starting materials: NC1CCN(CC1)C(=O)OCC1=CC=CC=C1 (benzyl 4-aminopiperidine-1-carboxylate), ClC(=O)OC (methyl chloroformate), Intermediate 26. Product: COC(=O)NC1CCN(CC1)C(=O)OCC1=CC=CC=C1 (Benzyl 4-(methoxycarbonylamino)piperidine-1-carboxylate). As a reaction SMILES: [NH2:1][CH:2]1[CH2:7][CH2:6][N:5]([C:8]([O:10][CH2:11][C:12]2[CH:17]=[CH:16][CH:15]=[CH:14][CH:13]=2)=[O:9])[CH2:4][CH2:3]1.Cl[C:19]([O:21][CH3:22])=[O:20]>>[CH3:22][O:21][C:19]([NH:1][CH:2]1[CH2:3][CH2:4][N:5]([C:8]([O:10][CH2:11][C:12]2[CH:17]=[CH:16][CH:15]=[CH:14][CH:13]=2)=[O:9])[CH2:6][CH2:7]1)=[O:20]. Procedure details: The title compound is prepared from benzyl 4-aminopiperidine-1-carboxylate and methyl chloroformate following a procedure analogous to that described for Intermediate 26 Step 1. LC (method 1): tR=0.92 min; Mass spectrum (ESI+): m/z=293 [M+H]+. The solvent is CC(C)(C)O (tBuOH). RXN SMILES: [CH2:1]([O:13][CH2:14][C@@H:15]1[CH2:17][O:16]1)[CH2:2][CH2:3][CH2:4][CH2:5][CH2:6][CH2:7][CH2:8][CH2:9][CH2:10][CH2:11][CH3:12].[CH:18]1[C:30]2[CH:29]([CH2:31][O:32][C:33]([NH:35][C@@H:36]([CH2:44][SH:45])[C:37]([O:39][C:40]([CH3:43])([CH3:42])[CH3:41])=[O:38])=[O:34])[C:28]3[C:23](=[CH:24][CH:25]=[CH:26][CH:27]=3)[C:22]=2[CH:21]=[CH:20][CH:19]=1.C([O-])([O-])=O.[K+].[K+]>CC(O)(C)C>[CH:27]1[C:28]2[CH:29]([CH2:31][O:32][C:33]([NH:35][C@@H:36]([CH2:44][S:45][CH2:17][C@H:15]([OH:16])[CH2:14][O:13][CH2:1][CH2:2][CH2:3][CH2:4][CH2:5][CH2:6][CH2:7][CH2:8][CH2:9][CH2:10][CH2:11][CH3:12])[C:37]([O:39][C:40]([CH3:41])([CH3:42])[CH3:43])=[O:38])=[O:34])[C:30]3[C:22](=[CH:21][CH:20]=[CH:19][CH:18]=3)[C:23]=2[CH:24]=[CH:25][CH:26]=1 |f:2.3.4|. Starting materials: C(CCCCCCCCCCC)OC[C@H]1OC1 ((S)-2-((dodecyloxy)methyl)oxirane), C1=CC=CC=2C3=CC=CC=C3C(C12)COC(=O)N[C@H](C(=O)OC(C)(C)C)CS ((R)-tert-butyl 2-(((9H-fluoren-9-yl)methoxy)carbonylamino)-3-mercaptopropanoate), C(=O)([O-])[O-].[K+].[K+] (K2CO3). Product: C1=CC=CC=2C3=CC=CC=C3C(C12)COC(=O)N[C@H](C(=O)OC(C)(C)C)CSC[C@@H](COCCCCCCCCCCCC)O ((R)-tert-butyl 2-((((9H-fluoren-9-yl)methoxy)carbonyl)amino)-3-(((R)-3-(dodecyloxy)-2-hydroxypropyl)thio)propanoate). Reported procedure: A solution of (S)-2-((dodecyloxy)methyl)oxirane (1.1 eq), (R)-tert-butyl 2-(((9H-fluoren-9-yl)methoxy)carbonylamino)-3-mercaptopropanoate (8, 1 eq) and 1M K2CO3 (1.1 eq) in tBuOH (0.1 M) was stirred at 25° C. for 15 hours. The reaction mixture was concentrated en vaccuo to remove tBuOH and dissolved in EtOAc. The EtOAc solution was washed three times with water, and once with brine. The resulting crude was purified by flash chromatography on a COMBIFLASH® system (ISCO) using 0-30% EtOAc/Hex to g... Reactants: N1=NC(=CC=C1)OC1CCC(CC1)=O (4-(pyridazin-3-yloxy)-cyclohexanone), N1CC(C1)NC(=O)CNC(C1=CC(=CC=C1)C(F)(F)F)=O (N-(azetidin-3-ylcarbamoylmethyl)-3-trifluoromethyl-benzamide). The product is N1=NC(=CC=C1)OC1CCC(CC1)N1CC(C1)NC(=O)CNC(C1=CC(=CC=C1)C(F)(F)F)=O (N-({1-[4-(Pyridazin-3-yloxy)-cyclohexyl]-azetidin-3-ylcarbamoyl}-methyl)-3-trifluoromethyl-benzamide). Reaction SMILES: [N:1]1[CH:6]=[CH:5][CH:4]=[C:3]([O:7][CH:8]2[CH2:13][CH2:12][C:11](=O)[CH2:10][CH2:9]2)[N:2]=1.[NH:15]1[CH2:18][CH:17]([NH:19][C:20]([CH2:22][NH:23][C:24](=[O:35])[C:25]2[CH:30]=[CH:29][CH:28]=[C:27]([C:31]([F:34])([F:33])[F:32])[CH:26]=2)=[O:21])[CH2:16]1>>[N:1]1[CH:6]=[CH:5][CH:4]=[C:3]([O:7][CH:8]2[CH2:13][CH2:12][CH:11]([N:15]3[CH2:18][CH:17]([NH:19][C:20]([CH2:22][NH:23][C:24](=[O:35])[C:25]4[CH:30]=[CH:29][CH:28]=[C:27]([C:31]([F:34])([F:32])[F:33])[CH:26]=4)=[O:21])[CH2:16]3)[CH2:10][CH2:9]2)[N:2]=1. Procedure: The title compounds were prepared as white solids from the reductive amination of 4-(pyridazin-3-yloxy)-cyclohexanone (as prepared in the previous step) and N-(azetidin-3-ylcarbamoylmethyl)-3-trifluoromethyl-benzamide (as prepared in Example 2 Step C) using the procedure described in Step D of Example 1. Starting materials: S1C(=CC=C1)C=O (thiophene-2-carbaldehyde), CC(C)(C)[N+](=O)[O-] (1,1-dimethylnitroethane), C(C)(=O)O (acetic acid). The reagents and catalysts are [Zn] (zinc). Run in C(C)O (ethanol). Product: S1C(=CC=C1)C=[N+]([O-])C(C)(C)C (α-(2-thienyl)-N-t-butylnitrone). Reaction SMILES: [S:1]1[CH:5]=[CH:4][CH:3]=[C:2]1[CH:6]=O.[CH3:8][C:9]([N+:12]([O-])=[O:13])([CH3:11])[CH3:10].C(O)(=O)C>C(O)C.[Zn]>[S:1]1[CH:5]=[CH:4][CH:3]=[C:2]1[CH:6]=[N+:12]([C:9]([CH3:11])([CH3:10])[CH3:8])[O-:13]. Procedure: To a suspension of thiophene-2-carbaldehyde (296.7 mg, 2.65 mmol), 1,1-dimethylnitroethane (542.9 mg, 5.27 mmol) and zinc (516.3 mg, 7.90 mmol) in ethanol (3.0 ml) was added acetic acid (946.6 mg, 15.8 mmol) dropwise at 5° C. while stirring. The mixture was stirred at room temperature for one day. Zinc acetate in the mixture was filtered off and the filtrate was concentrated and purified by silica gel chromatography (hexane/ethyl acetate=1/2).